From a dataset of the Open Reaction Database (ORD), a public repository of structured organic reaction records. describe an organic reaction: reactants, conditions, products, and yield Reactants: CC1=C(C(=CC=C1)C)NC(C(=C)C)=O (N-(2,6-dimethylphenyl)-2-methylpropenamide), CC1=NCCN1 (lysidine), CS(=O)(=O)O (methanesulphonic acid). The solvent is C(C)O (ethanol). Yields the product CC=1N(CCN1)CC(C(NC1=C(C=CC=C1C)C)=O)C (2-Methyl-1-[2-methyl-2-[(2,6-dimethylphenyl)carbamoyl]ethyl]-2-imidazoline). Reaction SMILES: [CH3:1][C:2]1[CH:7]=[CH:6][CH:5]=[C:4]([CH3:8])[C:3]=1[NH:9][C:10](=[O:14])[C:11]([CH3:13])=[CH2:12].[CH3:15][C:16]1[NH:20][CH2:19][CH2:18][N:17]=1.CS(O)(=O)=O>C(O)C>[CH3:15][C:16]1[N:20]([CH2:12][CH:11]([CH3:13])[C:10](=[O:14])[NH:9][C:3]2[C:2]([CH3:1])=[CH:7][CH:6]=[CH:5][C:4]=2[CH3:8])[CH2:19][CH2:18][N:17]=1. Reported procedure: Combine 30.0 gm. (0.16 M) N-(2,6-dimethylphenyl)-2-methylpropenamide [methacroyl-2',6'-xylidide], 13.3 gm. (0.16 M) lysidine, 3 gm. (0.03 M) methanesulphonic acid and 150 ml. of ethanol in a pressure bottle and heat at about 150° C. for about 48 hours. Remove the solvent in vacuo, add 200 ml. of water and adjust the pH to 7.8 with conc. HCl. Extract the aqueous phase with 4×100 ml. of methylene chloride and set these aside. Treat the aqueous phase with 20% NaOH to obtain a pH of about 13. Extrac... Reactants: COC(=O)c1ccc(-c2ccccc2)cc1NC(=O)c1cc(O)ccc1OCc1ccccc1, CC(C)OC(=O)N=NC(=O)OC(C)C, C1CCOC1, CC(C)(C)OC(=O)N1CCC(CO)CC1, c1ccc(P(c2ccccc2)c2ccccc2)cc1. The product is COC(=O)c1ccc(-c2ccccc2)cc1NC(=O)c1cc(OCC2CCN(C(=O)OC(C)(C)C)CC2)ccc1OCc1ccccc1. As a reaction SMILES: [CH2:49]([c:50]1[cH:51][cH:52][cH:53][cH:54][cH:55]1)[O:56][c:57]1[c:58]([C:59](=[O:60])[NH:61][c:62]2[c:63]([C:64](=[O:65])[O:66][CH3:67])[cH:68][cH:69][c:70](-[c:72]3[cH:73][cH:74][cH:75][cH:76][cH:77]3)[cH:71]2)[cH:78][c:79]([OH:82])[cH:80][cH:81]1.[O:35]=[C:36]([O:37][CH:38]([CH3:39])[CH3:40])[N:41]=[N:42][C:43]([O:44][CH:45]([CH3:46])[CH3:47])=[O:48].[O:83]1[CH2:84][CH2:85][CH2:86][CH2:87]1.[OH:1][CH2:2][CH:3]1[CH2:4][CH2:5][N:6]([C:9](=[O:10])[O:11][C:12]([CH3:13])([CH3:14])[CH3:15])[CH2:7][CH2:8]1.[c:16]1([P:17]([c:18]2[cH:19][cH:20][cH:21][cH:22][cH:23]2)[c:24]2[cH:25][cH:26][cH:27][cH:28][cH:29]2)[cH:30][cH:31][cH:32][cH:33][cH:34]1>>[O:1]([CH2:2][CH:3]1[CH2:4][CH2:5][N:6]([C:9](=[O:10])[O:11][C:12]([CH3:13])([CH3:14])[CH3:15])[CH2:7][CH2:8]1)[c:79]1[cH:78][c:58]([C:59](=[O:60])[NH:61][c:62]2[c:63]([C:64](=[O:65])[O:66][CH3:67])[cH:68][cH:69][c:70](-[c:72]3[cH:73][cH:74][cH:75][cH:76][cH:77]3)[cH:71]2)[c:57]([O:56][CH2:49][c:50]2[cH:51][cH:52][cH:53][cH:54][cH:55]2)[cH:81][cH:80]1. Starting materials: CC1CN(Cc2ccc(NS(=O)(=O)c3ccc(Cl)nc3)cc2)CCN1C(=O)OC(C)(C)C, CC1CN(Cc2ccc(NS(=O)(=O)c3ccc(Nc4ccc(F)cc4)nc3)cc2)CCN1C(=O)OC(C)(C)C, Nc1cccc(F)c1. The product is CC1CN(Cc2ccc(NS(=O)(=O)c3ccc(Nc4cccc(F)c4)nc3)cc2)CCN1C(=O)OC(C)(C)C. RXN SMILES: [Cl:1][c:2]1[cH:3][cH:4][c:5]([S:8](=[O:9])(=[O:10])[NH:11][c:12]2[cH:13][cH:14][c:15]([CH2:18][N:19]3[CH2:20][CH:21]([CH3:32])[N:22]([C:25](=[O:26])[O:27][C:28]([CH3:29])([CH3:30])[CH3:31])[CH2:23][CH2:24]3)[cH:16][cH:17]2)[cH:6][n:7]1.[F:41][c:42]1[cH:43][cH:44][c:45]([NH:46][c:47]2[n:48][cH:49][c:50]([S:51]([NH:52][c:53]3[cH:54][cH:55][c:56]([CH2:57][N:58]4[CH2:59][CH2:60][N:61]([C:62]([O:63][C:64]([CH3:65])([CH3:66])[CH3:67])=[O:68])[CH:69]([CH3:70])[CH2:71]4)[cH:72][cH:73]3)(=[O:74])=[O:75])[cH:76][cH:77]2)[cH:78][cH:79]1.[NH2:33][c:34]1[cH:35][cH:36][cH:37][c:38]([F:39])[cH:40]1>>[c:2]1([NH:33][c:34]2[cH:35][cH:36][cH:37][c:38]([F:39])[cH:40]2)[cH:3][cH:4][c:5]([S:8](=[O:9])(=[O:10])[NH:11][c:12]2[cH:13][cH:14][c:15]([CH2:18][N:19]3[CH2:20][CH:21]([CH3:32])[N:22]([C:25](=[O:26])[O:27][C:28]([CH3:29])([CH3:30])[CH3:31])[CH2:23][CH2:24]3)[cH:16][cH:17]2)[cH:6][n:7]1. Reactants: COc1cccc(N)c1, CCCCCO, CSc1ncc(C#N)c(O)n1. Yields the product COc1cccc(Nc2ncc(C#N)c(O)n2)c1. RXN SMILES: [CH3:12][O:13][c:14]1[cH:15][c:16]([NH2:20])[cH:17][cH:18][cH:19]1.[CH3:21][CH2:22][CH2:23][CH2:24][CH2:25][OH:26].[OH:1][c:2]1[n:3][c:4]([S:10][CH3:11])[n:5][cH:6][c:7]1[C:8]#[N:9]>>[OH:1][c:2]1[n:3][c:4]([NH:20][c:16]2[cH:15][c:14]([O:13][CH3:12])[cH:19][cH:18][cH:17]2)[n:5][cH:6][c:7]1[C:8]#[N:9]. The reactants are Cl.C(#N)CC(OC)=N (methyl cyanoacetimidate hydrochloride), [N+](=O)([O-])C1=CC(=C(C=C1)O)N (4-nitro-2-aminophenol). Run in CO (methanol). Reaction conditions: time 30 minute. Product: [N+](=O)([O-])C1=CC=CC2=C1N=C(O2)CC#N (4-nitro-2-benzoxazoleacetonitrile). Yield: 84.2%. As a reaction SMILES: Cl.[C:2]([CH2:4][C:5](=[NH:8])[O:6][CH3:7])#[N:3].[N+:9]([C:12]1[CH:17]=C[C:15](O)=[C:14](N)[CH:13]=1)([O-:11])=[O:10]>CO>[N+:9]([C:12]1[C:17]2[N:8]=[C:5]([CH2:4][C:2]#[N:3])[O:6][C:7]=2[CH:15]=[CH:14][CH:13]=1)([O-:11])=[O:10] |f:0.1|. Procedure: The mixture of methyl cyanoacetimidate hydrochloride (43.47 g, 0.32 mole) and 4-nitro-2-aminophenol (24.9 g, 0.16 mole) in methanol (260 ml) was heated at reflux for 3 h. The mixture was placed in an ice bath for 30 minutes and was filtered. The solid material was suspended in water (300 ml), stirred for a few minutes and filtered. It was washed with water (200 ml) and air dried to give 4-nitro-2-benzoxazoleacetonitrile (27.38 g, 83%). Reactants: CC1CC(=O)c2ccc(Br)cc21, Cn1cccc1C#N. Product: CC1CC(=O)c2ccc(-c3ccc(C#N)n3C)cc21. Reaction SMILES: [Br:1][c:2]1[cH:3][c:4]2[c:8]([cH:9][cH:10]1)[C:7](=[O:11])[CH2:6][CH:5]2[CH3:12].[CH3:13][n:14]1[c:15]([C:19]#[N:20])[cH:16][cH:17][cH:18]1>>[c:2]1(-[c:18]2[n:14]([CH3:13])[c:15]([C:19]#[N:20])[cH:16][cH:17]2)[cH:3][c:4]2[c:8]([cH:9][cH:10]1)[C:7](=[O:11])[CH2:6][CH:5]2[CH3:12].